This data is from the Open Reaction Database (ORD), a public repository of structured organic reaction records. The task is: describe an organic reaction: reactants, conditions, products, and yield Reactants: BrC(C(=O)OC)C1=CC=C(C=C1)OCCCOC1=CC=C(C=C1)Cl (methyl bromo{p-[3-(p-chlorophenoxy)propoxy]phenyl}acetate), C1=C(C=CC=2CCCCC12)O (5,6,7,8-tetrahydro-2-naphthol). Product: COC(C(C1=CC=C(C=C1)OCCCOC1=CC=C(C=C1)Cl)OC1=CC=2CCCCC2C=C1)=O (Methyl(5,6,7,8-tetrahydro-2-naphthyloxy){p-[3-(p-chlorophenoxy)propoxy]phenyl}acetate). Isolated yield 95.6%. Reaction SMILES: Br[CH:2]([C:7]1[CH:12]=[CH:11][C:10]([O:13][CH2:14][CH2:15][CH2:16][O:17][C:18]2[CH:23]=[CH:22][C:21]([Cl:24])=[CH:20][CH:19]=2)=[CH:9][CH:8]=1)[C:3]([O:5][CH3:6])=[O:4].[CH:25]1[C:34]2[CH2:33][CH2:32][CH2:31][CH2:30][C:29]=2[CH:28]=[CH:27][C:26]=1[OH:35]>>[CH3:6][O:5][C:3](=[O:4])[CH:2]([O:35][C:26]1[CH:27]=[CH:28][C:29]2[CH2:30][CH2:31][CH2:32][CH2:33][C:34]=2[CH:25]=1)[C:7]1[CH:12]=[CH:11][C:10]([O:13][CH2:14][CH2:15][CH2:16][O:17][C:18]2[CH:23]=[CH:22][C:21]([Cl:24])=[CH:20][CH:19]=2)=[CH:9][CH:8]=1. Procedure details: As described in Example 44, 8.28 g of methyl bromo{p-[3-(p-chlorophenoxy)propoxy]phenyl}acetate is reacted with 3.4 g of 5,6,7,8-tetrahydro-2-naphthol to give 9.2 g of product as a viscous oil. Reactants: VI, CC(=O)C (acetone), C(CC(=O)OCC)(=O)OCC (diethyl malonate), C(C)(=O)OC(C)=O (acetic anhydride). Reagents/catalysts: [Cl-].[Zn+2].[Cl-] (zinc chloride). The solvent is ClCCl (dichloromethane). Run at temperature 90 celsius. Yields the product C(C)(C)=C(C(=O)OCC)C(=O)OCC (diethyl isopropylidenemalonate). The yield is 32.3%. As a reaction SMILES: [CH3:1][C:2]([CH3:4])=O.[C:5]([O:13][CH2:14][CH3:15])(=[O:12])[CH2:6][C:7]([O:9][CH2:10][CH3:11])=[O:8].C(OC(=O)C)(=O)C>ClCCl.[Cl-].[Zn+2].[Cl-]>[C:2](=[C:6]([C:7]([O:9][CH2:10][CH3:11])=[O:8])[C:5]([O:13][CH2:14][CH3:15])=[O:12])([CH3:4])[CH3:1] |f:4.5.6|. Procedure: Diethyl isopropylidenemalonate was prepared according to the procedure of E. L. Eliel, R. O. Hutchins, and Sr. M. Knoeber, Organic Synthesis Coll. Vol. VI, 442, 1988, with following modifications. A mixture of acetone (54 g, 0.93 mol, Mallinckrodt), diethyl malonate (100 g, 0.62 mol, Aldrich), acetic anhydride (80 g, 0.78 mol, Mallinckrodt), and zinc chloride (12.5 g, 0.78 mol, Aldrich) was refluxed (90° C. oil bath) for 18 h while protected from moisture. The reaction solution was diluted with ... The reactants are CC1=CC=C(C2=CC=CC=C12)OC (4-Methyl-1-methoxynaphthalene), Cl.N1=CC=CC=C1 (pyridine hydrochloride), Cl (hydrochloric acid). Reaction conditions: temperature 200 celsius. Product: CC1=CC=C(C2=CC=CC=C12)O (4-Methyl-1-naphthol). Reaction SMILES: [CH3:1][C:2]1[C:11]2[C:6](=[CH:7][CH:8]=[CH:9][CH:10]=2)[C:5]([O:12]C)=[CH:4][CH:3]=1.Cl.N1C=CC=CC=1.Cl>>[CH3:1][C:2]1[C:11]2[C:6](=[CH:7][CH:8]=[CH:9][CH:10]=2)[C:5]([OH:12])=[CH:4][CH:3]=1 |f:1.2|. Reported procedure: 4-Methyl-1-methoxynaphthalene (4) (145 g) was mixed with pyridine hydrochloride (250 g) and the mixture was heated at 200° C. for 3 hours. The mixture was cooled, treated with dilute hydrochloric acid, and extracted with ether. The ether extract was dried (MgSO4), filtered and the solvent removed, leaving a black oil which was extracted with petroleum b.p. 60°-80° C. (4×100 cm3). 4-Methyl-1-naphthol (5) was obtained as near colourless oily crystals which darken on storage. Reactants: C(CCCCCC)N1C=NC=C1 (1-heptyl-1H-imidazole), BrCCCC1=CC=C(C=C1)OC (1-(3-bromopropyl)-4-methoxybenzene). Conditions: temperature 140 celsius. The product is [Br-].C(CCCCCC)[N+]1=CN(C=C1)CCCC1=CC=C(C=C1)OC (1-Heptyl-3-[3-(4-methoxyphenyl)propyl]imidazolium bromide). Reaction SMILES: [CH2:1]([N:8]1[CH:12]=[CH:11][N:10]=[CH:9]1)[CH2:2][CH2:3][CH2:4][CH2:5][CH2:6][CH3:7].[Br:13][CH2:14][CH2:15][CH2:16][C:17]1[CH:22]=[CH:21][C:20]([O:23][CH3:24])=[CH:19][CH:18]=1>>[Br-:13].[CH2:1]([N+:8]1[CH:12]=[CH:11][N:10]([CH2:14][CH2:15][CH2:16][C:17]2[CH:18]=[CH:19][C:20]([O:23][CH3:24])=[CH:21][CH:22]=2)[CH:9]=1)[CH2:2][CH2:3][CH2:4][CH2:5][CH2:6][CH3:7] |f:2.3|. Reported procedure: A mixture of 2.5 g (0.015 mole) of 1-heptyl-1H-imidazole and 3.45 g (0.015 mole) of 1-(3-bromopropyl)-4-methoxybenzene is heated at 140° C. for about 1.5 hours. Follow the progress of the reaction by thin-layer chromatography on silica gel (methanol: 1M sodium chloride, 95:5). At the completion of the reaction, the cooled reaction product is triturated thoroughly with ether and on drying, provides the title compound. The reactants are CCN(C(C)C)C(C)C, Cl, CC(C)Oc1ccc(-c2nc(-c3cccc4c3CCCC4N)no2)cc1C#N, NS(N)(=O)=O, C1COCCO1. The product is CC(C)Oc1ccc(-c2nc(-c3cccc4c3CCCC4NS(N)(=O)=O)no2)cc1C#N. As a reaction SMILES: [CH:35]([N:36]([CH2:37][CH3:38])[CH:39]([CH3:40])[CH3:41])([CH3:42])[CH3:43].[ClH:29].[NH2:1][CH:2]1[c:3]2[cH:4][cH:5][cH:6][c:7](-[c:12]3[n:13][o:14][c:15](-[c:17]4[cH:18][cH:19][c:20]([O:25][CH:26]([CH3:27])[CH3:28])[c:21]([C:22]#[N:23])[cH:24]4)[n:16]3)[c:8]2[CH2:9][CH2:10][CH2:11]1.[NH2:30][S:31]([NH2:32])(=[O:33])=[O:34].[O:44]1[CH2:45][CH2:46][O:47][CH2:48][CH2:49]1>>[NH:1]([CH:2]1[c:3]2[cH:4][cH:5][cH:6][c:7](-[c:12]3[n:13][o:14][c:15](-[c:17]4[cH:18][cH:19][c:20]([O:25][CH:26]([CH3:27])[CH3:28])[c:21]([C:22]#[N:23])[cH:24]4)[n:16]3)[c:8]2[CH2:9][CH2:10][CH2:11]1)[S:31]([NH2:30])(=[O:33])=[O:34]. Starting materials: NRS-130KH20B, CC(CC(C(=O)O)=O)C (4-methyl-2-oxovaleric acid), [Na] (sodium), OC(C(=O)[O-])CC(C)C (2-hydroxy-4-methylvalerate), S(O)(O)(=O)=O (sulphuric acid). The solvent is Ten. Run at time 24 hour. The product is CC(C)C[C@H](C(=O)O)O (D-2-hydroxy-4-methylvaleric acid). RXN SMILES: [Na].[OH:2][CH:3]([CH2:7][CH:8]([CH3:10])[CH3:9])[C:4]([O-:6])=[O:5].CC(C)CC(=O)C(O)=O.S(=O)(=O)(O)O>>[CH3:9][CH:8]([CH2:7][C@@H:3]([OH:2])[C:4]([OH:6])=[O:5])[CH3:10] |^1:0|. Procedure: Ten 500 ml Erlenmeyer flasks provided with a baffle and containing in each case 100 ml of medium B were inoculated with Coryneform strain NRS-130KH20B (FERM-P No. 3657, NRRL B-11088) from a slant culture and incubated for 24 hours under the same conditions as described in Example 1. 8.19 g of sodium DL-2-hydroxy-4-methylvalerate were added to each flask as the substrate and the fermentation was continued for 120 hours under the same conditions. According to the method described earlier it was fo... Reactants: COC=1C=C(C=CC1OC)C1=C(C(=O)OCC)C=CC(=C1)C1=CC=C(C=C1)F (Ethyl 2-(3,4-dimethoxyphenyl)-4-(4-fluorophenyl)benzoate), [OH-].[Na+] (sodium hydroxide), Cl (hydrochloric acid). The solvent is C(C)O (ethanol). The product is COC=1C=C(C=CC1OC)C1=C(C(=O)O)C=CC(=C1)C1=CC=C(C=C1)F (2-(3,4-dimethoxyphenyl)-4-(4-fluorophenyl)benzoic acid). The yield is 8.1%. Reaction SMILES: [CH3:1][O:2][C:3]1[CH:4]=[C:5]([C:11]2[CH:21]=[C:20]([C:22]3[CH:27]=[CH:26][C:25]([F:28])=[CH:24][CH:23]=3)[CH:19]=[CH:18][C:12]=2[C:13]([O:15]CC)=[O:14])[CH:6]=[CH:7][C:8]=1[O:9][CH3:10].[OH-].[Na+].Cl>C(O)C>[CH3:1][O:2][C:3]1[CH:4]=[C:5]([C:11]2[CH:21]=[C:20]([C:22]3[CH:23]=[CH:24][C:25]([F:28])=[CH:26][CH:27]=3)[CH:19]=[CH:18][C:12]=2[C:13]([OH:15])=[O:14])[CH:6]=[CH:7][C:8]=1[O:9][CH3:10] |f:1.2|. Procedure details: Ethyl 2-(3,4-dimethoxyphenyl)-4-(4-fluorophenyl)benzoate (2.8 g; 0.074 mole), absolute ethanol (50 ml) and 10N sodium hydroxide (2 ml) are introduced into a 100 ml flask. The mixture is taken to reflux temperature for two hours, then poured over 1N hydrochloric acid (150 ml). The precipitate is filtered on fritted glass, washed with water, then dried in the air. 2-(3,4-dimethoxyphenyl)-4-(4-fluorophenyl)benzoic acid (2.1 g; yield: 81%) is thus obtained in the form of a white solid of m.p. 210° C...